This data is from the Open Reaction Database (ORD), a public repository of structured organic reaction records. The task is: describe an organic reaction: reactants, conditions, products, and yield Starting materials: CCN(C(C)C)C(C)C (DIPEA), Cl.CN(CCCN=C=NCC)C (1-(3-dimethylaminopropyl)-3-ethyl-carbodiimide hydrochloride), ON1N=NC2=C1C=CC=C2 (1-hydroxybenzotriazole), NC=1SC=CN1 (2-aminothiazole), NC1=CC(=C(C(=O)O)C=C1Cl)OC (4-Amino-5-chloro-2-methoxy-benzoic acid). The solvent is O (water), CN(C)C=O (DMF), ClCCCl (1,2-dichloroethane). Reaction conditions: temperature 60 celsius. The product is NC1=CC(=C(C(=O)NC=2S(C=CN2)Cl)C=C1)OC (4-Amino-S-chloro-2-methoxy-N-thiazol-2-yl-benzamide). RXN SMILES: [NH2:1][C:2]1[C:10](Cl)=[CH:9][C:5]([C:6]([OH:8])=O)=[C:4]([O:12][CH3:13])[CH:3]=1.CCN(C(C)C)C(C)C.[ClH:23].CN(C)CCCN=C=NCC.ON1C2C=CC=CC=2N=N1.[NH2:45][C:46]1[S:47][CH:48]=[CH:49][N:50]=1>CN(C=O)C.ClCCCl.O>[NH2:1][C:2]1[CH:10]=[CH:9][C:5]([C:6]([NH:45][C:46]2[SH:47]([Cl:23])[CH:48]=[CH:49][N:50]=2)=[O:8])=[C:4]([O:12][CH3:13])[CH:3]=1 |f:2.3|. Procedure details: 4-Amino-5-chloro-2-methoxy-benzoic acid (19.8 mmol) ) was dissolved in DMF (10 mL) and 1,2-dichloroethane (80 mL). DIPEA (19.8 mmol), 1-(3-dimethylaminopropyl)-3-ethyl-carbodiimide hydrochloride (19.8 mmol), 1-hydroxybenzotriazole (19.8 mmol) and 2-aminothiazole (19.8 mmol) was added and the reaction mixture was stirred at 60° C. over night. The volume was reduced in vacuo, and water (60 mL) was added. The mixture was extracted with ethyl acetate, the organic phase was washed with NH4Cl (aq., sa... The reactants are II (Iodine), OC1=C(C=C(C=C1)C=C(C(=O)O)S)OC (3-(4-Hydroxy-3-methoxyphenyl)-2-mercaptoacrylic acid), S([O-])(O)=O.[Na+] (sodium bisulfite). Solvent: C(C)O (ethanol). Product: OC=1C(=CC2=C(SC(=C2)C(=O)O)C1)OC (6-Hydroxy-5-methoxybenzo[b]thiophene-2-carboxylic acid). RXN SMILES: II.[OH:3][C:4]1[CH:9]=[CH:8][C:7]([CH:10]=[C:11]([SH:15])[C:12]([OH:14])=[O:13])=[CH:6][C:5]=1[O:16][CH3:17].S(=O)(O)[O-].[Na+]>C(O)C>[OH:3][C:4]1[C:5]([O:16][CH3:17])=[CH:6][C:7]2[CH:10]=[C:11]([C:12]([OH:14])=[O:13])[S:15][C:8]=2[CH:9]=1 |f:2.3|. Procedure: Iodine (90 g) was added to a stirred mixture of the product from Step B (73 g) and 90% ethanol (2000 mL). The resultant dark mixture was heated at reflux for 24 hours. Saturated sodium bisulfite solution (200 mL) was added to the cooled reaction mixture and the ethanol was removed in vacuo. The aqueous residue was diluted to 1500 ml with water and extracted with ethyl acetate (4×400 mL). The combined extracts were evaporated in vacuo and the residue was heated on the steam bath with lN sodium hy... Starting materials: C(C)(C)(C)OC(N(C(CC)=O)[C@@H]1[C@H]([C@H]([C@@H](C1)N1C2=NC(=NC(=C2N=C1)Cl)Cl)O)O)=O ([(1S,2R,3S,4R)-4-(2,6-dichloro-purin-9-yl)-2,3-dihydroxy-cyclopentyl]-propionyl-carbamic acid tert-butyl ester), C(C)(C)(C)OC(N(C(CC)=O)[C@@H]1[C@H]([C@H]([C@@H](C1)N1C2=NC(=NC(=C2N=C1)Cl)Cl)O)O)=O ([(1S,2R,3S,4R)-4-(2,6-dichloro-purin-9-yl)-2,3-dihydroxy-cyclopentyl]-propionyl-carbamic acid tert-butyl ester), FC(C(=O)O)(F)F.N[C@H]1CN(CC1)C1=NC(=C2N=CN(C2=N1)[C@H]1[C@@H]([C@@H]([C@H](C1)NC(COCC1=CC=CC=C1)=O)O)O)NCC(C1=CC=CC=C1)C1=CC=CC=C1 (N-{(1S,2R,3S,4R)-4-[2-((R)-3-Amino-pyrrolidin-1-yl)-6-(2,2-diphenyl-ethylamino)-purin-9-yl]-2,3-dihydroxy-cyclopentyl}-2-benzyloxy-acetamide trifluoroacetate), C(CC)(=O)N (propionamide), C(C1=CC=CC=C1)N1C[C@H](CC1)NC (((S)-1-benzyl-pyrrolidin-3-yl)-methyl-amine), FC(C(=O)O)(F)F.ClC1=NC(=C2N=CN(C2=N1)[C@H]1[C@@H]([C@@H]([C@H](C1)NC(CC)=O)O)O)NCC(C1=CC=CC=C1)C1=CC=C(C=C1)F (N-((1S,2R,3S,4R)-4-{2-chloro-6-[2-(4-fluoro-phenyl)-2-phenyl-ethylamino]-purin-9-yl}-2,3-dihydroxy-cyclopentyl)-propionamide trifluoroacetate), amine. Product: FC(C(=O)O)(F)F.C(C1=CC=CC=C1)N1C[C@H](CC1)N(C1=NC(=C2N=CN(C2=N1)[C@H]1[C@@H]([C@@H]([C@H](C1)NC(CC)=O)O)O)NCC(C1=CC=CC=C1)C1=CC=C(C=C1)F)C (N-((1S,2R,3S,4R)-4-{2-[((S)-1-benzyl-pyrrolidin-3-yl)-methyl-amino]-6-[2-(4-fluoro-phenyl)-2-phenyl-ethylamino]-purin-9-yl}-2,3-dihydroxy-cyclopentyl)-propionamide trifluoroacetate). As a reaction SMILES: [F:1][C:2]([F:7])([F:6])[C:3]([OH:5])=[O:4].[NH2:8][C@@H:9]1C[CH2:12][N:11]([C:14]2[N:22]=[C:21]3[C:17]([N:18]=[CH:19][N:20]3[C@@H:23]3[CH2:27][C@H:26]([NH:28][C:29](=[O:39])[CH2:30]OCC4C=CC=CC=4)[C@@H:25]([OH:40])[C@H:24]3[OH:41])=[C:16]([NH:42][CH2:43][CH:44]([C:51]3[CH:56]=[CH:55][CH:54]=[CH:53][CH:52]=3)[C:45]3[CH:50]=[CH:49]C=C[CH:46]=3)[N:15]=2)[CH2:10]1.[CH2:57](N1CC[C@H](NC)C1)[C:58]1[CH:63]=[CH:62][CH:61]=[CH:60][CH:59]=1.F[C:72](F)(F)[C:73](O)=O.Cl[C:79]1N=C2C(N=CN2[C@@H]2C[C@H](NC(=O)CC)[C@@H](O)[C@H]2O)=C(NCC(C2C=CC(F)=CC=2)C2C=CC=CC=2)N=1.C(OC(=O)N([C@H]1C[C@@H](N2C=NC3C2=NC(Cl)=NC=3Cl)[C@H](O)[C@@H]1O)C(=O)CC)(C)(C)C.C(N)(=O)CC>>[F:1][C:2]([F:7])([F:6])[C:3]([OH:5])=[O:4].[CH2:57]([N:8]1[CH2:73][CH2:72][C@H:10]([N:11]([CH3:12])[C:14]2[N:22]=[C:21]3[C:17]([N:18]=[CH:19][N:20]3[C@@H:23]3[CH2:27][C@H:26]([NH:28][C:29](=[O:39])[CH2:30][CH3:79])[C@@H:25]([OH:40])[C@H:24]3[OH:41])=[C:16]([NH:42][CH2:43][CH:44]([C:45]3[CH:50]=[CH:49][C:2]([F:7])=[CH:3][CH:46]=3)[C:51]3[CH:52]=[CH:53][CH:54]=[CH:55][CH:56]=3)[N:15]=2)[CH2:9]1)[C:58]1[CH:63]=[CH:62][CH:61]=[CH:60][CH:59]=1 |f:0.1,3.4,7.8|. Procedure: This compound is prepared analogously to N-{(1S,2R,3S,4R)-4-[2-((R)-3-amino-pyrrolidin-1-yl)-6-(2,2-diphenyl-ethylamino)-purin-9-yl]-2,3-dihydroxy-cyclopentyl}-2-benzyloxy-acetamide trifluoroacetate (Example 1 step 2) by replacing (3R)-3-(Boc-amino)pyrrolidine with ((S)-1-benzyl-pyrrolidin-3-yl)-methyl-amine and by replacing 2-benzyloxy-N-{(1S,2R,3S,4R)-4-[2-chloro-6-(2,2-diphenyl-ethylamino)-purin-9-yl]-2,3-dihydroxy-cyclopentyl}-acetamide with N-((1S,2R,3S,4R)-4-{2-chloro-6-[2-(4-fluoro-phenyl... Starting materials: CCC(CC)c1cc(C)nn2c(-c3sc(Br)nc3C)c(C)nc12, C1CCOC1, [Li]CCCC, CCCCCC, CCOC(C)=O, O=C1CCOCC1. Yields the product CCC(CC)c1cc(C)nn2c(-c3sc(C4=CCOCC4)nc3C)c(C)nc12. RXN SMILES: [Br:1][c:2]1[s:3][c:4](-[c:8]2[c:9]([CH3:23])[n:10][c:11]3[n:12]2[n:13][c:14]([CH3:22])[cH:15][c:16]3[CH:17]([CH2:18][CH3:19])[CH2:20][CH3:21])[c:5]([CH3:7])[n:6]1.[CH2:42]1[O:43][CH2:44][CH2:45][CH2:46]1.[CH3:24][CH2:25][CH2:26][CH2:27][Li:28].[CH3:29][CH2:30][CH2:31][CH2:32][CH2:33][CH3:34].[CH3:47][CH2:48][O:49][C:50]([CH3:51])=[O:52].[O:35]1[CH2:36][CH2:37][C:38](=[O:41])[CH2:39][CH2:40]1>>[c:2]1([C:38]2=[CH:37][CH2:36][O:35][CH2:40][CH2:39]2)[s:3][c:4](-[c:8]2[c:9]([CH3:23])[n:10][c:11]3[n:12]2[n:13][c:14]([CH3:22])[cH:15][c:16]3[CH:17]([CH2:18][CH3:19])[CH2:20][CH3:21])[c:5]([CH3:7])[n:6]1.